This data is from the Open Reaction Database (ORD), a public repository of structured organic reaction records. The task is: describe an organic reaction: reactants, conditions, products, and yield Starting materials: ClC=1C=C(C(N(N1)C)=O)NC1=NN2C(COCC2)=C1 (6-Chloro-4-(6,7-dihydro-4H-pyrazolo[5,1-c][1,4]oxazin-2-ylamino)-2-methylpyridazin-3(2H)-one), C(C)(=O)OCC1=C(C=CC=C1B1OC(C(O1)(C)C)(C)C)N1C(C=2N(C=3CCCCC3C2)CC1)=O (2-(2-(Acetoxymethyl)-3-(4,4,5,5-tetramethyl-1,3,2-dioxaborolan-2-yl)phenyl)-3,4,6,7,8,9-hexahydropyrazino[1,2-a]indol-1(2H)-one), [O-]P(=O)([O-])[O-].[K+].[K+].[K+] (K3PO4), CC(=O)[O-].[Na+] (NaOAc). Reagents/catalysts: C1=CC=C(C=C1)P([C-]2C=CC=C2)C3=CC=CC=C3.C1=CC=C(C=C1)P([C-]2C=CC=C2)C3=CC=CC=C3.Cl[Pd]Cl.[Fe+2] (PdCl2(dppf)). Run in CC#N (MeCN), O (H2O). Run at temperature 110 celsius. The product is C(C)(=O)OCC1=C(C=CC=C1N1C(C=2N(C=3CCCCC3C2)CC1)=O)C1=NN(C(C(=C1)NC1=NN2C(COCC2)=C1)=O)C (2-(5-(6,7-Dihydro-4H-pyrazolo[5,1-c][1,4]oxazin-2-ylamino)-1-methyl-6-oxo-1,6-dihydropyridazin-3-yl)-6-(1-oxo-3,4,6,7,8,9-hexahydropyrazino[1,2-a]indol-2(1H)-yl)benzyl Acetate). The yield is 32.9%. Reaction SMILES: Cl[C:2]1[CH:3]=[C:4]([NH:10][C:11]2[CH:19]=[C:14]3[CH2:15][O:16][CH2:17][CH2:18][N:13]3[N:12]=2)[C:5](=[O:9])[N:6]([CH3:8])[N:7]=1.[C:20]([O:23][CH2:24][C:25]1[C:30](B2OC(C)(C)C(C)(C)O2)=[CH:29][CH:28]=[CH:27][C:26]=1[N:40]1[CH2:52][CH2:51][N:43]2[C:44]3[CH2:45][CH2:46][CH2:47][CH2:48][C:49]=3[CH:50]=[C:42]2[C:41]1=[O:53])(=[O:22])[CH3:21].[O-]P([O-])([O-])=O.[K+].[K+].[K+].CC([O-])=O.[Na+]>CC#N.O.C1C=CC(P(C2C=CC=CC=2)[C-]2C=CC=C2)=CC=1.C1C=CC(P(C2C=CC=CC=2)[C-]2C=CC=C2)=CC=1.Cl[Pd]Cl.[Fe+2]>[C:20]([O:23][CH2:24][C:25]1[C:26]([N:40]2[CH2:52][CH2:51][N:43]3[C:44]4[CH2:45][CH2:46][CH2:47][CH2:48][C:49]=4[CH:50]=[C:42]3[C:41]2=[O:53])=[CH:27][CH:28]=[CH:29][C:30]=1[C:2]1[CH:3]=[C:4]([NH:10][C:11]2[CH:19]=[C:14]3[CH2:15][O:16][CH2:17][CH2:18][N:13]3[N:12]=2)[C:5](=[O:9])[N:6]([CH3:8])[N:7]=1)(=[O:22])[CH3:21] |f:2.3.4.5,6.7,10.11.12.13|. Procedure: A mixture of 6-chloro-4-(6,7-dihydro-4H-pyrazolo[5,1-c][1,4]oxazin-2-ylamino)-2-methylpyridazin-3(2H)-one 147a (400 mg, 1.42 mmol), 2-(1-oxo-3,4,6,7,8,9-hexa-hydropyrazino[1,2-a]indol-2(1H)-yl)-6-(4,4,5,5-tetramethyl-1,3,2-dioxaborolan-2-yl)-benzyl acetate 114a (660 mg, 1.42 mmol), PdCl2(dppf) (155 mg, 0.21 mmol), K3PO4 (150 mg), and NaOAc (50 mg) in MeCN (20 mL) and H2O (4 mL) was heated at 110° C. in sealed tube for 2 h. The solvent was evaporated in vacuo and the residue was purified on rever... The reactants are BrC1=CC=C(CCO)C=C1 (4-bromo-phenethyl alcohol), C(Cl)Cl (CH2Cl2), C[Si](C)(C)C#C (Trimethylsilylacetylene), [F-].[K+] (Potassium fluoride). Reagents/catalysts: [Cu]I (CuI), Cl[Pd]([P](C1=CC=CC=C1)(C2=CC=CC=C2)C3=CC=CC=C3)([P](C4=CC=CC=C4)(C5=CC=CC=C5)C6=CC=CC=C6)Cl (Bis(triphenylphosphine)palladium(II) dichloride). Run in CCN(CC)CC.O1CCOCC1 (Et3N dioxane). Run at time 8 hour. Yields the product C(#C)C1=CC=C(C=C1)CCO (2-(4-ethynyl-phenyl)-ethanol). As a reaction SMILES: Br[C:2]1[CH:10]=[CH:9][C:5]([CH2:6][CH2:7][OH:8])=[CH:4][CH:3]=1.C[Si]([C:15]#[CH:16])(C)C.[F-].[K+].C(Cl)Cl>CCN(CC)CC.O1CCOCC1.Cl[Pd](Cl)([P](C1C=CC=CC=1)(C1C=CC=CC=1)C1C=CC=CC=1)[P](C1C=CC=CC=1)(C1C=CC=CC=1)C1C=CC=CC=1.[Cu]I>[C:15]([C:2]1[CH:10]=[CH:9][C:5]([CH2:6][CH2:7][OH:8])=[CH:4][CH:3]=1)#[CH:16] |f:2.3,5.6,^1:37,56|. Procedure: A flask is flushed with N2 and charged with 4-bromo-phenethyl alcohol (20 mmol) and dissolved in 1/1 Et3N/dioxane. Bis(triphenylphosphine)palladium(II) dichloride (PdCl2(PPh3)2) (0.2 mmol) is added, followed by 0.4 mmol of CuI. Trimethylsilylacetylene (24 mmol) is added drop-wise to the reaction mixture. The reaction mixture is stirred overnight under N2. The solvent is removed under vacuum and the resulting liquid is extracted by washing with ethyl ether. The ethyl ether extracts are combined a... The reactants are ClC=1C(=C(C=O)C=CC1)F (3-Chloro-2-fluorobenzaldehyde), N1CCCCC1 (piperidine), ClC1=CC=C2CC(NC2=C1)=O (6-chlorooxindole). Run in CO (methanol). Conditions: time 8 hour. The product is ClC1=CC=C2\C(\C(NC2=C1)=O)=C/C1=C(C(=CC=C1)Cl)F ((E)-6-chloro-3-(3-chloro-2-fluorobenzylidene)indolin-2-one). The yield is 96.1%. Reaction SMILES: [Cl:1][C:2]1[C:3]([F:10])=[C:4]([CH:7]=[CH:8][CH:9]=1)[CH:5]=O.N1CCCCC1.[Cl:17][C:18]1[CH:26]=[C:25]2[C:21]([CH2:22][C:23](=[O:27])[NH:24]2)=[CH:20][CH:19]=1>CO>[Cl:17][C:18]1[CH:26]=[C:25]2[C:21](/[C:22](=[CH:5]\[C:4]3[CH:7]=[CH:8][CH:9]=[C:2]([Cl:1])[C:3]=3[F:10])/[C:23](=[O:27])[NH:24]2)=[CH:20][CH:19]=1. Procedure details: 3-Chloro-2-fluorobenzaldehyde (6.24 g, 39.4 mmol) was added to a solution of piperidine (3.88 mL, 39.4 mmol) and 6-chlorooxindole (6.0 g, 35.8 mmol) dissolved in methanol (100 mL). After stirring overnight, the resulting solid was filtered and washed with methanol and hexanes to give 10.6 g of (E)-6-chloro-3-(3-chloro-2-fluorobenzylidene)indolin-2-one (3) as a green solid. The reactants are COC(=O)NC1=C2C(OCC2=C(C(=C1C/C=C(/CCC(=O)OC)\C)OC)C)=O (methyl (E)-6-(1,3-dihydro-4-methoxycarbonylamino-6-methoxy-7-methyl-3- oxoisobenzofuran-5-yl)-4-methyl-4-hexenoate), O[Li].O (LiOH-H2O), MeoH-H2O, C(CCC=CC)(=O)O (4-hexenoic acid). The product is COC(=O)NC1=C2C(OCC2=C(C(=C1C/C=C(/CCC(=O)O)\C)OC)C)=O ((E)-6-(1,3-dihydro-4-methoxycarbonylamino-6-methoxy-7-methyl-3-oxoisobenzofuran-5-yl)-4-methyl-4-hexenoic acid). As a reaction SMILES: [CH3:1][O:2][C:3]([NH:5][C:6]1[C:14]([CH2:15]/[CH:16]=[C:17](\[CH3:24])/[CH2:18][CH2:19][C:20]([O:22]C)=[O:21])=[C:13]([O:25][CH3:26])[C:12]([CH3:27])=[C:11]2[C:7]=1[C:8](=[O:28])[O:9][CH2:10]2)=[O:4].O[Li].O.C(O)(=O)CCC=CC>>[CH3:1][O:2][C:3]([NH:5][C:6]1[C:14]([CH2:15]/[CH:16]=[C:17](\[CH3:24])/[CH2:18][CH2:19][C:20]([OH:22])=[O:21])=[C:13]([O:25][CH3:26])[C:12]([CH3:27])=[C:11]2[C:7]=1[C:8](=[O:28])[O:9][CH2:10]2)=[O:4] |f:1.2|. Procedure details: A solution of methyl (E)-6-(1,3-dihydro-4-isocyanato-6-methoxy-7-methyl-3-oxoisobenzofuran-5-yl)-4-methyl-4-hexenoate (1.0 g) in 10 ml methanol was heated to reflux for 4 hours and then evaporated to dryness. The residue was recrystallized from acetone/hexane to give 0.41 g of methyl (E)-6-(1,3-dihydro-4-methoxycarbonylamino-6-methoxy-7-methyl-3- oxoisobenzofuran-5-yl)-4-methyl-4-hexenoate. The ester (0.35g) and 0.05 g of LiOH-H2O in 9 ml 2:1 MeoH-H2O was heated at reflux for 4hours. The mixture... Starting materials: CN1CCNCC1, O=C(O)c1ccc(Cl)c(S(=O)(=O)N2CCCC2)c1, Cl, O. The product is Cl, CN1CCN(c2ccc(C(=O)O)cc2S(=O)(=O)N2CCCC2)CC1. Reaction SMILES: [CH3:19][N:20]1[CH2:21][CH2:22][NH:23][CH2:24][CH2:25]1.[Cl:1][c:2]1[c:3]([S:11](=[O:12])(=[O:13])[N:14]2[CH2:15][CH2:16][CH2:17][CH2:18]2)[cH:4][c:5]([C:6](=[O:7])[OH:8])[cH:9][cH:10]1.[ClH:26].[OH2:27]>>[ClH:1].[c:2]1([N:23]2[CH2:22][CH2:21][N:20]([CH3:19])[CH2:25][CH2:24]2)[c:3]([S:11](=[O:12])(=[O:13])[N:14]2[CH2:15][CH2:16][CH2:17][CH2:18]2)[cH:4][c:5]([C:6](=[O:7])[OH:8])[cH:9][cH:10]1. The reactants are ICC(=O)N (2-iodoacetamide), 1.1, OC1=C(C=O)C(=CC=C1)OC (2-hydroxy-6-methoxybenzaldehyde), [H-].[Na+] (NaH). The solvent is CN(C)C=O (DMF). Conditions: time 45 minute. The product is C(=O)C1=C(OCC(=O)N)C=CC=C1OC (2-(2-formyl-3-methoxyphenoxy)acetamide). Yield: 59.0%. Reaction SMILES: [OH:1][C:2]1[CH:9]=[CH:8][CH:7]=[C:6]([O:10][CH3:11])[C:3]=1[CH:4]=[O:5].[H-].[Na+].I[CH2:15][C:16]([NH2:18])=[O:17]>CN(C=O)C>[CH:4]([C:3]1[C:6]([O:10][CH3:11])=[CH:7][CH:8]=[CH:9][C:2]=1[O:1][CH2:15][C:16]([NH2:18])=[O:17])=[O:5] |f:1.2|. Procedure details: 1.1 1.0 g (6.57 mmol) of 2-hydroxy-6-methoxybenzaldehyde 1 is dissolved in 30 ml of DMF, 0.29 g of NaH (60% suspension in paraffin oil) is carefully added with cooling, and the mixture is stirred at RT for 45 min. 1.34 g of 2-iodoacetamide 2 are then added, and the reaction mixture is stirred overnight. The mixture is subsequently subjected to conventional work-up, giving 0.81 g (59%) of 2-(2-formyl-3-methoxyphenoxy)acetamide 3 as solid. MS-EI (M+)=209. The reactants are CO, CCC1Cc2cc(OCC(=O)O)c(Cl)c(Cl)c2C1=O. The product is CCC1Cc2cc(OCC(=O)OC)c(Cl)c(Cl)c2C1=O. Reaction SMILES: [CH3:20][OH:21].[O:1]=[C:2]1[CH:3]([CH2:18][CH3:19])[CH2:4][c:5]2[cH:6][c:7]([O:13][CH2:14][C:15](=[O:16])[OH:17])[c:8]([Cl:12])[c:9]([Cl:11])[c:10]21>>[O:1]=[C:2]1[CH:3]([CH2:18][CH3:19])[CH2:4][c:5]2[cH:6][c:7]([O:13][CH2:14][C:15](=[O:16])[O:17][CH3:20])[c:8]([Cl:12])[c:9]([Cl:11])[c:10]21.